Dataset: the Open Reaction Database (ORD), a public repository of structured organic reaction records. Task: describe an organic reaction: reactants, conditions, products, and yield Starting materials: O=C1CC=2N(C=N1)N=CC2C(=O)O (5-oxo-4,5-dihydropyrazolo[1,5-c]pyrimidine-3-carboxylic acid), P(=O)(Cl)(Cl)Cl (phosphorus oxychloride), C(C)(C)N(C(C)C)CC (N,N-diisopropylethylamine). Yields the product ClC1=CC=2N(C=N1)N=CC2C(=O)NC(C)C (5-chloro-N-isopropylpyrazolo[1,5-c]pyrimidine-3-carboxamide). Isolated yield 90.0%. RXN SMILES: O=[C:2]1[N:7]=[CH:6][N:5]2[N:8]=[CH:9][C:10]([C:11]([OH:13])=O)=[C:4]2[CH2:3]1.P(Cl)(Cl)([Cl:16])=O.[CH:19]([N:22](CC)C(C)C)([CH3:21])[CH3:20]>>[Cl:16][C:2]1[N:7]=[CH:6][N:5]2[N:8]=[CH:9][C:10]([C:11]([NH:22][CH:19]([CH3:21])[CH3:20])=[O:13])=[C:4]2[CH:3]=1. Reported procedure: A mixture of 5-oxo-4,5-dihydropyrazolo[1,5-c]pyrimidine-3-carboxylic acid (2.0 g, 10 mM, 1.0 equiv), 30 mL of phosphorus oxychloride (300 mM, 30 equiv) and N,N-diisopropylethylamine (8 mL, 40 mM, 4 equiv) was heated with stirring to reflux for 2 hours. The reaction mixture was cooled and concentrated under vacuum. The brown oil was taken up in dichloromethane and isopropylamine added (3 mL, 30 mM, 3 equiv). The reaction mixture was stirred 5 minutes then partitioned between ethyl acetate and wat... Reactants: C(CCC)C=1N(C(=C(N1)Cl)C=O)CC=1C=C2C(=CC(=NC2=CC1)C1=C(C=CC=C1)C(=O)OC)C(=O)OC (methyl 6-[(2-butyl-4-chloro-5-formyl-1H-imidazol-1-yl)methyl]-2-(2-methoxycarbonylphenyl)-4-quinolinecarboxylate), [BH4-].[Na+] (sodium borohydride). Run in O1CCCC1 (tetrahydrofuran), CO (methanol). Product: C(CCC)C=1N(C(=C(N1)Cl)CO)CC=1C=C2C(=CC(=NC2=CC1)C1=C(C=CC=C1)C(=O)OC)C(=O)OC (methyl 6-[(2-butyl-4-chloro-5-hydroxymethyl-1H-imidazol-1-yl)methyl]-2-(2-methoxycarbonyl-phenyl)-4-quinolinecarboxylate). Isolated yield 76.9%. As a reaction SMILES: [CH2:1]([C:5]1[N:6]([CH2:13][C:14]2[CH:15]=[C:16]3[C:21](=[CH:22][CH:23]=2)[N:20]=[C:19]([C:24]2[CH:29]=[CH:28][CH:27]=[CH:26][C:25]=2[C:30]([O:32][CH3:33])=[O:31])[CH:18]=[C:17]3[C:34]([O:36][CH3:37])=[O:35])[C:7]([CH:11]=[O:12])=[C:8]([Cl:10])[N:9]=1)[CH2:2][CH2:3][CH3:4].[BH4-].[Na+]>O1CCCC1.CO>[CH2:1]([C:5]1[N:6]([CH2:13][C:14]2[CH:15]=[C:16]3[C:21](=[CH:22][CH:23]=2)[N:20]=[C:19]([C:24]2[CH:29]=[CH:28][CH:27]=[CH:26][C:25]=2[C:30]([O:32][CH3:33])=[O:31])[CH:18]=[C:17]3[C:34]([O:36][CH3:37])=[O:35])[C:7]([CH2:11][OH:12])=[C:8]([Cl:10])[N:9]=1)[CH2:2][CH2:3][CH3:4] |f:1.2|. Procedure: 65.5 mg (0.126 mmol) of methyl 6-[(2-butyl-4-chloro-5-formyl-1H-imidazol-1-yl)methyl]-2-(2-methoxycarbonyl-phenyl)-4-quinolinecarboxylate obtained in Example 7 was dissolved in a mixed solvent of 2 ml of tetrahydrofuran and 2 ml of methanol and the mixture was stirred. After adding 5.24 mg (0.139 mmol) of sodium borohydride, the reaction mixture was allowed to react at room temperature for one hour. Then, the reaction mixture was concentrated under reduced pressure and dichloromethane was added ... Reactants: C(CCCCCCCCCCCCCCCCCCCCC)(=O)O (behenic acid), aqueous solution, [N+](=O)([O-])[O-].[Ag+] (silver nitrate), O (water), O (water). Run in C1=CC=CC=C1 (benzene). Product: aqueous solution, C(CCCCCCCCCCCCCCCCCCCCC)(=O)[O-].[Ag+] (silver behenate). RXN SMILES: [C:1]([OH:24])(=[O:23])[CH2:2][CH2:3][CH2:4][CH2:5][CH2:6][CH2:7][CH2:8][CH2:9][CH2:10][CH2:11][CH2:12][CH2:13][CH2:14][CH2:15][CH2:16][CH2:17][CH2:18][CH2:19][CH2:20][CH2:21][CH3:22].O.[N+]([O-])([O-])=O.[Ag+:30]>C1C=CC=CC=1>[C:1]([O-:24])(=[O:23])[CH2:2][CH2:3][CH2:4][CH2:5][CH2:6][CH2:7][CH2:8][CH2:9][CH2:10][CH2:11][CH2:12][CH2:13][CH2:14][CH2:15][CH2:16][CH2:17][CH2:18][CH2:19][CH2:20][CH2:21][CH3:22].[Ag+:30] |f:2.3,5.6|. Reported procedure: 3.4 g of behenic acid was dissolved in 100 ml of benzene at 60° C., and the temperature of this solution was adjusted to 60° C. 100 ml of water was added to the above solution with stirring to form an emulsion. 100 ml of an aqueous solution of silver ammonium complex, which was prepared by adding aqueous to about 80 ml of an aqueous solution containing 1.7 g of silver nitrate, and then adding water to the aqueous solution to make the total volume one liter, was then added to the above emulsion. ... Starting materials: C(C1=CC=CC=C1)OC1=CC=C(C=C1)CCC(=O)N(C)OC (3-(4-Benzyloxy-phenyl)-N-methoxy-N-methyl-propionamide), C(CCC)[Mg]Cl (n-butyl magnesium chloride). Run in C1CCOC1 (THF). Run at time 1 hour. Product: C(C1=CC=CC=C1)OC1=CC=C(C=C1)CCC(CCCC)=O (1-(4-Benzyloxyphenyl)-heptan-3-one). As a reaction SMILES: [CH2:1]([O:8][C:9]1[CH:14]=[CH:13][C:12]([CH2:15][CH2:16][C:17](N(OC)C)=[O:18])=[CH:11][CH:10]=1)[C:2]1[CH:7]=[CH:6][CH:5]=[CH:4][CH:3]=1.[CH2:23]([Mg]Cl)[CH2:24][CH2:25][CH3:26]>C1COCC1>[CH2:1]([O:8][C:9]1[CH:10]=[CH:11][C:12]([CH2:15][CH2:16][C:17](=[O:18])[CH2:23][CH2:24][CH2:25][CH3:26])=[CH:13][CH:14]=1)[C:2]1[CH:3]=[CH:4][CH:5]=[CH:6][CH:7]=1. Procedure details: The title compound was prepared by treating 3-(4-benzyloxy-phenyl)-N-methoxy-N-methyl-propionamide prepared in Example T (8.5 g, 28 mmol) with n-butyl magnesium chloride (21.4 mL, 2.0M, 42.8 mmol) in 100 mL of THF. The reaction mixture was stirred at room temperature for 1 hour and refluxed for 3 hours. The reaction mixture was cooled to 0° C., quenched with 1N HCl, and extracted with EtOAc. After evaporation of the solvents, the crude product was purified by flash silica gel column chromatograp... Starting materials: C(C)(C)(C)OC(=O)NCC1CN(CC1)CCCCCN (5-(3-tert-Butoxycarbonylaminomethylpyrrolidin-1-yl)pentylamine), C(C)(=O)Cl (acetyl chloride), NC1=CC(=C(C(=O)O)C=C1Cl)OC (4-amino-5-chloro-2-methoxybenzoic acid). Product: C(C)(=O)NCCCCCN1CC(CC1)CNC(C1=C(C=C(C(=C1)Cl)N)OC)=O (N-(1-(5-acetylaminopentyl)pyrrolidin-3-ylmethyl)-4-amino-5-chloro-2-methoxybenzamide). Reaction SMILES: C(O[C:6]([NH:8][CH2:9][CH:10]1[CH2:14][CH2:13][N:12]([CH2:15][CH2:16][CH2:17][CH2:18][CH2:19][NH2:20])[CH2:11]1)=[O:7])(C)(C)C.[C:21](Cl)(=[O:23])[CH3:22].[NH2:25][C:26]1[C:34]([Cl:35])=[CH:33][C:29](C(O)=O)=[C:28]([O:36][CH3:37])[CH:27]=1>>[C:21]([NH:20][CH2:19][CH2:18][CH2:17][CH2:16][CH2:15][N:12]1[CH2:13][CH2:14][CH:10]([CH2:9][NH:8][C:6](=[O:7])[C:29]2[CH:33]=[C:34]([Cl:35])[C:26]([NH2:25])=[CH:27][C:28]=2[O:36][CH3:37])[CH2:11]1)(=[O:23])[CH3:22]. Procedure details: 5-(3-tert-Butoxycarbonylaminomethylpyrrolidin-1-yl)pentylamine (0.99 g) as starting compound was reacted and treated in the same manner as in Example 1 using acetyl chloride (0.25 ml) and 4-amino-5-chloro-2-methoxybenzoic acid (0.71 g) to give N-(1-(5-acetylaminopentyl)pyrrolidin-3-ylmethyl)-4-amino-5-chloro-2-methoxybenzamide. Starting materials: CC#N, F, CC(C)(C)[Si](C)(C)OC1CCC(c2c(C#N)c(N)nc(SCc3csc(-c4ccc(Cl)cc4)n3)c2C#N)CC1. Product: N#Cc1c(N)nc(SCc2csc(-c3ccc(Cl)cc3)n2)c(C#N)c1C1CCC(O)CC1. As a reaction SMILES: [CH3:41][C:42]#[N:43].[FH:40].[NH2:1][c:2]1[n:3][c:4]([S:26][CH2:27][c:28]2[n:29][c:30](-[c:33]3[cH:34][cH:35][c:36]([Cl:39])[cH:37][cH:38]3)[s:31][cH:32]2)[c:5]([C:24]#[N:25])[c:6]([CH:10]2[CH2:11][CH2:12][CH:13]([O:16][Si:17]([C:18]([CH3:19])([CH3:20])[CH3:21])([CH3:22])[CH3:23])[CH2:14][CH2:15]2)[c:7]1[C:8]#[N:9]>>[NH2:1][c:2]1[n:3][c:4]([S:26][CH2:27][c:28]2[n:29][c:30](-[c:33]3[cH:34][cH:35][c:36]([Cl:39])[cH:37][cH:38]3)[s:31][cH:32]2)[c:5]([C:24]#[N:25])[c:6]([CH:10]2[CH2:11][CH2:12][CH:13]([OH:16])[CH2:14][CH2:15]2)[c:7]1[C:8]#[N:9].